From a dataset of the Open Reaction Database (ORD), a public repository of structured organic reaction records. describe an organic reaction: reactants, conditions, products, and yield Reactants: O=C1CCN(CC1)C(=O)OC(C)(C)C (tert-Butyl 4-oxopiperidine-1-carboxylate), COC=1C=C(C=CC1)[Mg]Br (3-methoxyphenylmagnesium bromide). The product is OC1(CCN(CC1)C(=O)OC(C)(C)C)C1=CC(=CC=C1)OC (tert-Butyl 4-hydroxy-4-(3-methoxyphenyl)piperidine-1-carboxylate). Isolated yield 55.0%. RXN SMILES: [O:1]=[C:2]1[CH2:7][CH2:6][N:5]([C:8]([O:10][C:11]([CH3:14])([CH3:13])[CH3:12])=[O:9])[CH2:4][CH2:3]1.[CH3:15][O:16][C:17]1[CH:18]=[C:19]([Mg]Br)[CH:20]=[CH:21][CH:22]=1>>[OH:1][C:2]1([C:21]2[CH:20]=[CH:19][CH:18]=[C:17]([O:16][CH3:15])[CH:22]=2)[CH2:3][CH2:4][N:5]([C:8]([O:10][C:11]([CH3:14])([CH3:13])[CH3:12])=[O:9])[CH2:6][CH2:7]1. Reported procedure: This compound was prepared from tert-Butyl 4-oxopiperidine-1-carboxylate and 3-methoxyphenylmagnesium bromide as described in Step 1 of Example 6 in 55% yield. Yields the product CC(=O)c1cc(S(=O)(=O)Nc2cc(Cl)cnc2Br)ccc1Cl. As a reaction SMILES: [Br:15][c:16]1[n:17][cH:18][c:19]([Cl:23])[cH:20][c:21]1[NH2:22].[C:1]([CH3:2])(=[O:3])[c:4]1[cH:5][c:6]([S:11](=[O:12])(=[O:13])[Cl:14])[cH:7][cH:8][c:9]1[Cl:10].[cH:24]1[cH:25][cH:26][n:27][cH:28][cH:29]1>>[C:1]([CH3:2])(=[O:3])[c:4]1[cH:5][c:6]([S:11](=[O:12])(=[O:13])[NH:22][c:21]2[c:16]([Br:15])[n:17][cH:18][c:19]([Cl:23])[cH:20]2)[cH:7][cH:8][c:9]1[Cl:10]. Starting materials: Nc1cc(Cl)cnc1Br, CC(=O)c1cc(S(=O)(=O)Cl)ccc1Cl, c1ccncc1. Starting materials: O (water), C[C@@H]1CN(C[C@@H](O1)C)C1=CC=C(C=C1)N1CCNCC1 (cis-2,6-dimethyl-4-(4-piperazinylphenyl)morpholine), C(C)OC(C1=CC=C(C=C1)F)=O (4-fluorobenzoic acid ethyl ester), C([O-])([O-])=O.[K+].[K+] (potassium carbonate), C(C)OC(C1=CC=C(C=C1)F)=O (4-fluorobenzoic acid ethyl ester), C([O-])([O-])=O.[K+].[K+] (potassium carbonate). Solvent: ClCCl (dichloromethane), CS(=O)C (dimethylsulfoxide). Product: C(C)OC(C1=CC=C(C=C1)N1CCN(CC1)C1=CC=C(C=C1)N1C[C@H](O[C@H](C1)C)C)=O (4-[4-[4-(cis-2,6-dimethylmorpholin-4-yl)phenyl]piperazin-1-yl]benzoic acid ethyl ester). Yield: 81.3%. RXN SMILES: [CH3:1][C@H:2]1[O:7][C@@H:6]([CH3:8])[CH2:5][N:4]([C:9]2[CH:14]=[CH:13][C:12]([N:15]3[CH2:20][CH2:19][NH:18][CH2:17][CH2:16]3)=[CH:11][CH:10]=2)[CH2:3]1.[CH2:21]([O:23][C:24](=[O:32])[C:25]1[CH:30]=[CH:29][C:28](F)=[CH:27][CH:26]=1)[CH3:22].C(=O)([O-])[O-].[K+].[K+].O>CS(C)=O.ClCCl>[CH2:21]([O:23][C:24](=[O:32])[C:25]1[CH:30]=[CH:29][C:28]([N:18]2[CH2:17][CH2:16][N:15]([C:12]3[CH:11]=[CH:10][C:9]([N:4]4[CH2:3][C@H:2]([CH3:1])[O:7][C@H:6]([CH3:8])[CH2:5]4)=[CH:14][CH:13]=3)[CH2:20][CH2:19]2)=[CH:27][CH:26]=1)[CH3:22] |f:2.3.4|. Reported procedure: A solution of cis-2,6-dimethyl-4-(4-piperazinylphenyl)morpholine (2.00 g), 4-fluorobenzoic acid ethyl ester (1.43 g) and potassium carbonate (1.01 g) in dimethylsulfoxide (40 ml) was stirred for 8 hours at 150° C., during which period additional 4-fluorobenzoic acid ethyl ester (1.35 g) and potassium carbonate (1.0 g) was added to the mixture. The reaction mixture was added to a mixture of water and dichloromethane. The organic layer was taken and dried over magnesium sulfate. The magnesium sulf... Starting materials: methyl-(5'-fluoro-2'-fluoro-2'-methoxy-4-nitro-2-biphenyl)carboxylate, BrC1=C(C(=O)OC)C=C(C=C1)[N+](=O)[O-] (methyl 2-bromo-5-nitrobenzoate), ClC1=C(CC(C(=C1)C1=CC=CC=C1)(C(=O)[O-])OC)[N+](=O)[O-] (5-chloro-2-methoxy-4-nitro-2-biphenylcarboxylate). The reagents and catalysts are [Pd].C1(=CC=CC=C1)P(C1=CC=CC=C1)C1=CC=CC=C1.C1(=CC=CC=C1)P(C1=CC=CC=C1)C1=CC=CC=C1.C1(=CC=CC=C1)P(C1=CC=CC=C1)C1=CC=CC=C1.C1(=CC=CC=C1)P(C1=CC=CC=C1)C1=CC=CC=C1 (tetrakis(triphenylphosphine) palladium). The product is COC(=O)C=1C(=CC=C(C1)[N+](=O)[O-])C1=C(C=CC(=C1)Cl)OC (methyl-5'-chloro-2'-methoxy-4-nitro-2-biphenylcarboxylate). Yield: 55.0%. As a reaction SMILES: Br[C:2]1[CH:11]=[CH:10][C:9]([N+:12]([O-:14])=[O:13])=[CH:8][C:3]=1[C:4]([O:6][CH3:7])=[O:5].[Cl:15][C:16]1[CH:21]=[C:20](C2C=CC=CC=2)[C:19]([O:31][CH3:32])(C([O-])=O)[CH2:18][C:17]=1[N+]([O-])=O>[Pd].C1(P(C2C=CC=CC=2)C2C=CC=CC=2)C=CC=CC=1.C1(P(C2C=CC=CC=2)C2C=CC=CC=2)C=CC=CC=1.C1(P(C2C=CC=CC=2)C2C=CC=CC=2)C=CC=CC=1.C1(P(C2C=CC=CC=2)C2C=CC=CC=2)C=CC=CC=1>[CH3:7][O:6][C:4]([C:3]1[C:2]([C:20]2[CH:21]=[C:16]([Cl:15])[CH:17]=[CH:18][C:19]=2[O:31][CH3:32])=[CH:11][CH:10]=[C:9]([N+:12]([O-:14])=[O:13])[CH:8]=1)=[O:5] |f:2.3.4.5.6|. Reported procedure: This compound was prepared in a manner similar to that of methyl-(5'-fluoro-2'-fluoro-2'-methoxy-4-nitro-2-biphenyl)carboxylate (EXAMPLE 107) from methyl 2-bromo-5-nitrobenzoate (1.25 g, 4.8 mmol, 1.0 equivuiv), tetrakis(triphenylphosphine) palladium (Aldrich: 0.16 g, 0.14 mmol, 2.9 mol%), and 5-chloro-2-methoxy-4-nitro-2-biphenylcarboxylate as a to afford 0.85 g (55%) of methyl-5'-chloro-2'-methoxy-4-nitro-2-biphenylcarboxylate as a yellow-orange solid. Data for methyl-5'-2'-methoxy-4-nitro-2-b... Starting materials: N (ammonia), COC([C@@H]1[C@H](O1)C1=CC=C(C=C1)C)=O ((2S,3R)-3-(4-methylphenyl)-2,3-epoxypropionic acid methyl ester). Solvent: CO (methanol), CO (methanol). Run at time 2 hour. Yields the product CC1=CC=C(C=C1)[C@@H]1[C@@H](C(=O)N)O1 ((2S,3R)-3-(4-methylphenyl)-2,3-epoxypropionamide). Yield: 76.6%. Reaction SMILES: C[O:2][C:3](=O)[C@H:4]1[O:6][C@@H:5]1[C:7]1[CH:12]=[CH:11][C:10]([CH3:13])=[CH:9][CH:8]=1.[NH3:15]>CO>[CH3:13][C:10]1[CH:11]=[CH:12][C:7]([C@H:5]2[O:6][C@@H:4]2[C:3]([NH2:15])=[O:2])=[CH:8][CH:9]=1. Procedure: To a mixture of (2S,3R)-3-(4-methylphenyl)-2,3-epoxypropionic acid methyl ester (3.84 g) and methanol (25 ml) is added dropwise a solution of 28% aqueous ammonia (6.1 g) in methanol (10 ml) under ice-cooling. The reaction mixture is gradually warmed to room temperature, and stirred for two hours, and further stirred for one hour under ice-cooling. The precipitated crystals are collected by filtration, washed, and dried at 50° C. to give (2S,3R)-3-(4-methylphenyl)-2,3-epoxypropionamide (2.71 g). Reaction SMILES: [CH3:1][C:2](=[CH:3][CH2:4][O:5][c:6]1[cH:7][c:8]([OH:15])[c:9]([C:10](=[O:11])[OH:12])[cH:13][cH:14]1)[CH2:16][CH2:17][CH:18]=[C:19]([CH3:20])[CH3:21].[CH3:22][C:23](=[O:24])[O:25][C:26](=[O:27])[CH3:28].[ClH:29].[cH:30]1[cH:31][cH:32][n:33][cH:34][cH:35]1>>[CH3:1][C:2](=[CH:3][CH2:4][O:5][c:6]1[cH:7][c:8]([O:15][C:23]([CH3:22])=[O:24])[c:9]([C:10](=[O:11])[OH:12])[cH:13][cH:14]1)[CH2:16][CH2:17][CH:18]=[C:19]([CH3:20])[CH3:21]. Yields the product CC(=O)Oc1cc(OCC=C(C)CCC=C(C)C)ccc1C(=O)O. The reactants are CC(C)=CCCC(C)=CCOc1ccc(C(=O)O)c(O)c1, CC(=O)OC(C)=O, Cl, c1ccncc1. The reactants are solution, C[O-].[K+] (potassium methylate), C(C(=C)C)(=O)O (methacrylic acid), ClCCC[Si](OC)(OC)OC (3-chloropropyltrimethoxysilane). The reagents and catalysts are C=1C=CC(=CC1)NC=2C=CC(=CC2)NC=3C=CC=CC3 (N,N'-diphenyl-p-phenylenediamine), [Cl-].C(C)C(C[N+]1=CC=C(C=C1)N(C)C)CCCC (1-(2'-ethylhexyl)-4-dimethylaminopyridinium chloride). The solvent is CO (methanol). Conditions: temperature 125 celsius. The product is C(C(=C)C)(=O)OCCC[Si](OC)(OC)OC (3-methacryloxypropyltrimethoxysilane). The yield is 92.6%. RXN SMILES: [C:1]([OH:6])(=[O:5])[C:2]([CH3:4])=[CH2:3].C[O-].[K+].Cl[CH2:11][CH2:12][CH2:13][Si:14]([O:19][CH3:20])([O:17][CH3:18])[O:15][CH3:16]>CO.C1C=CC(NC2C=CC(NC3C=CC=CC=3)=CC=2)=CC=1.[Cl-].C(C(CCCC)C[N+]1C=CC(N(C)C)=CC=1)C>[C:1]([O:6][CH2:11][CH2:12][CH2:13][Si:14]([O:19][CH3:20])([O:17][CH3:18])[O:15][CH3:16])(=[O:5])[C:2]([CH3:4])=[CH2:3] |f:1.2,6.7|. Procedure details: 86 g (1 mol) of methacrylic acid was neutralized, while stirring, with 280 g of a 25% solution of potassium methylate in methanol. Thereafter, 0.6 g of N,N'-diphenyl-p-phenylenediamine, 2.8 g (0.009 mol) of 1-(2'-ethylhexyl)-4-dimethylaminopyridinium chloride and 198.5 g (1 mol) of 3-chloropropyltrimethoxysilane were added while continuously stirring, and the methanol was distilled off. The reaction mixture was maintained at 125° C. for 1.5 hours and, after cooling, it was separated from the pre...